This data is from the Open Reaction Database (ORD), a public repository of structured organic reaction records. The task is: describe an organic reaction: reactants, conditions, products, and yield Yields the product Cc1ccc2c(N(C)Cc3nnc(C)o3)nc(-c3ccccc3O)nc2c1. As a reaction SMILES: [CH3:1][O:2][c:3]1[c:4](-[c:9]2[n:10][c:11]3[cH:12][c:13]([CH3:28])[cH:14][cH:15][c:16]3[c:17]([N:19]([CH2:20][c:21]3[o:22][c:23]([CH3:26])[n:24][n:25]3)[CH3:27])[n:18]2)[cH:5][cH:6][cH:7][cH:8]1.[CH3:31][O:32][c:33]1[cH:34][cH:35][cH:36][cH:37][c:38]1-[c:39]1[n:40][c:41]([NH:42][CH2:43][c:44]2[o:45][c:46]([CH3:47])[n:48][n:49]2)[c:50]2[c:51]([cH:52][c:53]([CH3:54])[cH:55][cH:56]2)[n:57]1.[CH3:58][I:59].[H-:29].[Na+:30].[O:60]=[CH:61][N:62]([CH3:63])[CH3:64]>>[OH:2][c:3]1[c:4](-[c:9]2[n:10][c:11]3[cH:12][c:13]([CH3:28])[cH:14][cH:15][c:16]3[c:17]([N:19]([CH2:20][c:21]3[o:22][c:23]([CH3:26])[n:24][n:25]3)[CH3:27])[n:18]2)[cH:5][cH:6][cH:7][cH:8]1. Reactants: COc1ccccc1-c1nc(N(C)Cc2nnc(C)o2)c2ccc(C)cc2n1, COc1ccccc1-c1nc(NCc2nnc(C)o2)c2ccc(C)cc2n1, CI, [H-], [Na+], CN(C)C=O. Reactants: N(=O)[O-].[Na+] (sodium nitrite), C(C)N(C(=O)OCC)C(CC#N)=O (ethylcyanoacetylurethane), N1=CC=CC=C1 (pyridine), BrC=1C=C(OC2=C(C=C(C=C2C)N)C)C=CC1OC (4-(3-bromo-4-methoxy-phenoxy)-3,5-dimethyl-phenylamine). The solvent is O (water), O (water), Cl (hydrochloric acid). Reaction conditions: temperature 0 celsius, time 30 minute. Yields the product C(C)OC(NC(C(C#N)=NNC1=CC(=C(C(=C1)C)OC1=CC(=C(C=C1)OC)Br)C)=O)=O (({[4-(3-Bromo-4-methoxy-phenoxy)-3,5-dimethyl-phenyl]-hydrazono}-cyano-acetyl)-carbamic acid ethyl ester). As a reaction SMILES: [Br:1][C:2]1[CH:3]=[C:4]([CH:15]=[CH:16][C:17]=1[O:18][CH3:19])[O:5][C:6]1[C:11]([CH3:12])=[CH:10][C:9]([NH2:13])=[CH:8][C:7]=1[CH3:14].N([O-])=O.[Na+].C([N:26]([C:32](=[O:36])[CH2:33][C:34]#[N:35])[C:27]([O:29][CH2:30][CH3:31])=[O:28])C.[N:37]1C=CC=CC=1>Cl.O>[CH2:30]([O:29][C:27](=[O:28])[NH:26][C:32](=[O:36])[C:33](=[N:37][NH:13][C:9]1[CH:10]=[C:11]([CH3:12])[C:6]([O:5][C:4]2[CH:15]=[CH:16][C:17]([O:18][CH3:19])=[C:2]([Br:1])[CH:3]=2)=[C:7]([CH3:14])[CH:8]=1)[C:34]#[N:35])[CH3:31] |f:1.2|. Reported procedure: To a suspension of 4-(3-bromo-4-methoxy-phenoxy)-3,5-dimethyl-phenylamine (2.0 g) of PREPARATION 2 in 6N hydrochloric acid (45 ml) at 0° C. was added dropwise a solution of sodium nitrite (560 mg) in water (1.25 ml). After stirring 30 min at 0° C., this solution was added in portions to a mixture of ethylcyanoacetylurethane (2.4 g) and pyridine (12 ml) in water (150 ml) at room temperature. The resulting solids were collected, washed with water, and dried to afford the title compound as an orang...